Dataset: the Open Reaction Database (ORD), a public repository of structured organic reaction records. Task: describe an organic reaction: reactants, conditions, products, and yield Procedure: 6-(3-fluorophenyl)-N-(1-pyridazin-3-ylpiperidin-4-yl)nicotinamide was prepared analogous to N-(1-{5-[(2,5-dimethyl-2,5-dihydro-1H-pyrrol-1-yl)carbonyl]pyridin-2-yl}piperidin-4-yl)-6-(3-fluorophenyl)nicotinamide, except 1-(pyridazin-3-yl)piperidin-4-amine was used as R—NH2. M+H=378.3 observed, 378.17 expected. The product is FC=1C=C(C=CC1)C1=NC=C(C(=O)NC2CCN(CC2)C=2N=NC=CC2)C=C1 (6-(3-fluorophenyl)-N-(1-pyridazin-3-ylpiperidin-4-yl)nicotinamide). Reaction SMILES: CC1C=CC(C)N1C(C1C=[CH:12][C:13]([N:16]2[CH2:21][CH2:20][CH:19]([NH:22][C:23](=[O:37])[C:24]3[CH:29]=[CH:28][C:27]([C:30]4[CH:35]=[CH:34][CH:33]=[C:32]([F:36])[CH:31]=4)=[N:26][CH:25]=3)[CH2:18][CH2:17]2)=[N:14]C=1)=O.[N:38]1[CH:43]=[CH:42]C=C(N2CCC(N)CC2)N=1>>[F:36][C:32]1[CH:31]=[C:30]([C:27]2[CH:28]=[CH:29][C:24]([C:23]([NH:22][CH:19]3[CH2:18][CH2:17][N:16]([C:13]4[N:14]=[N:38][CH:43]=[CH:42][CH:12]=4)[CH2:21][CH2:20]3)=[O:37])=[CH:25][N:26]=2)[CH:35]=[CH:34][CH:33]=1. Reactants: CC1N(C(C=C1)C)C(=O)C=1C=CC(=NC1)N1CCC(CC1)NC(C1=CN=C(C=C1)C1=CC(=CC=C1)F)=O (N-(1-{5-[(2,5-dimethyl-2,5-dihydro-1H-pyrrol-1-yl)carbonyl]pyridin-2-yl}piperidin-4-yl)-6-(3-fluorophenyl)nicotinamide), N1=NC(=CC=C1)N1CCC(CC1)N (1-(pyridazin-3-yl)piperidin-4-amine), R—NH2.